Dataset: the Open Reaction Database (ORD), a public repository of structured organic reaction records. Task: describe an organic reaction: reactants, conditions, products, and yield Reactants: BrB(Br)Br, ClCCl, COc1c(N)ccc2c(=O)c(I)c(-c3ccccc3)oc12. The product is Nc1ccc2c(=O)c(I)c(-c3ccccc3)oc2c1O. RXN SMILES: [B:22]([Br:23])([Br:24])[Br:25].[Cl:26][CH2:27][Cl:28].[NH2:1][c:2]1[cH:3][cH:4][c:5]2[c:6](=[O:21])[c:7]([I:20])[c:8](-[c:14]3[cH:15][cH:16][cH:17][cH:18][cH:19]3)[o:9][c:10]2[c:11]1[O:12][CH3:13]>>[NH2:1][c:2]1[cH:3][cH:4][c:5]2[c:6](=[O:21])[c:7]([I:20])[c:8](-[c:14]3[cH:15][cH:16][cH:17][cH:18][cH:19]3)[o:9][c:10]2[c:11]1[OH:12]. Starting materials: NC(=S)N (Thiourea), CC1=CC=C(C=C1)S(=O)(=O)OCCC=C(F)F (4,4-difluorobut-3-enyl 4-methyl-benzenesulfonate). The solvent is C(C)O (ethanol). Product: FC(=CCCNC(=S)N)F ((4,4-difluorobut-3-enyl)-thiourea), CC1=CC=C(C=C1)S(=O)(=O)[O-] (4-methyl-benzenesulfonate). Yield: 174.8%. As a reaction SMILES: [NH2:1][C:2]([NH2:4])=[S:3].[CH3:5][C:6]1[CH:11]=[CH:10][C:9]([S:12]([O:15][CH2:16][CH2:17][CH:18]=[C:19]([F:21])[F:20])(=[O:14])=[O:13])=[CH:8][CH:7]=1>C(O)C>[F:20][C:19]([F:21])=[CH:18][CH2:17][CH2:16][NH:1][C:2]([NH2:4])=[S:3].[CH3:5][C:6]1[CH:7]=[CH:8][C:9]([S:12]([O-:15])(=[O:14])=[O:13])=[CH:10][CH:11]=1. Reported procedure: Thiourea (0.29 g) and 4,4-difluorobut-3-enyl 4-methyl-benzenesulfonate (1 g) were heated together under reflux in ethanol (20 cm3) for 24 hours. The reaction mixture was cooled and the solvent evaporated under reduced pressure to give an oil which slowly crystallised. Trituration with hexane gave (4,4-difluorobut-3-enyl)-thiourea as its 4-methyl-benzenesulfonate salt (1.14 g). MH+ (FAB)=167; 1H NMR (DMSO-d6): δ 2.48(3H,s); 2.46-2.58(2H,m); 3.42(2H,t); 4.66-4.84(1H,m); 7.32(2H,d); 7.68(2H,d); 9.1... The reactants are BrC1=CC(=C(C=C1)[C@H](CO)C)F ((R)-2-(4-bromo-2-fluorophenyl)propan-1-ol), C1(C=2C(C(N1)=O)=CC=CC2)=O (phthalimide). Yields the product BrC1=CC(=C(C=C1)[C@H](CN1C(C2=CC=CC=C2C1=O)=O)C)F ((R)-2-(2-(4-bromo-2-fluorophenyl)propyl)isoindoline-1,3-dione). The yield is 69.0%. Reaction SMILES: [Br:1][C:2]1[CH:7]=[CH:6][C:5]([C@@H:8]([CH3:11])[CH2:9]O)=[C:4]([F:12])[CH:3]=1.[C:13]1(=[O:23])[NH:17][C:16](=[O:18])[C:15]2=[CH:19][CH:20]=[CH:21][CH:22]=[C:14]12>>[Br:1][C:2]1[CH:7]=[CH:6][C:5]([C@@H:8]([CH3:11])[CH2:9][N:17]2[C:13](=[O:23])[C:14]3[C:15](=[CH:19][CH:20]=[CH:21][CH:22]=3)[C:16]2=[O:18])=[C:4]([F:12])[CH:3]=1. Reported procedure: Following the procedure described for Example 633, (R)-2-(4-bromo-2-fluorophenyl)propan-1-ol (1.5 mg, 6.4 mmol) was reacted with phthalimide (1.0 mg, 7.008 mmol) to obtain the desired product (1.6 g, 69%) as a white solid: ESI MS m/z 363 [C17H13BrFNO2+H]+